From a dataset of the Open Reaction Database (ORD), a public repository of structured organic reaction records. describe an organic reaction: reactants, conditions, products, and yield Reactants: NC=1N=CC2=C(N1)N=C(C(=C2)C2=C(C=CC=C2Cl)Cl)N (2,7-diamino-6-(2,6-dichlorophenyl)-pyrido[2,3-d]pyrimidine), C(CCC)N=C=O (n-butyl isocyanate). Yields the product C(CCC)NC(=O)NC=1N=CC2=C(N1)N=C(C(=C2)C2=C(C=CC=C2Cl)Cl)NC(=O)NCCCC (1-Butyl-3-[7-(3-butyl-ureido)-6-(2,6-dichlorophenyl)-pyrido[2,3-d]pyrimidin-2-yl]-urea). As a reaction SMILES: [NH2:1][C:2]1[N:3]=[CH:4][C:5]2[CH:11]=[C:10]([C:12]3[C:17]([Cl:18])=[CH:16][CH:15]=[CH:14][C:13]=3[Cl:19])[C:9]([NH2:20])=[N:8][C:6]=2[N:7]=1.[CH2:21]([N:25]=[C:26]=[O:27])[CH2:22][CH2:23][CH3:24]>>[CH2:21]([NH:25][C:26]([NH:1][C:2]1[N:3]=[CH:4][C:5]2[CH:11]=[C:10]([C:12]3[C:17]([Cl:18])=[CH:16][CH:15]=[CH:14][C:13]=3[Cl:19])[C:9]([NH:20][C:26]([NH:25][CH2:21][CH2:22][CH2:23][CH3:24])=[O:27])=[N:8][C:6]=2[N:7]=1)=[O:27])[CH2:22][CH2:23][CH3:24]. Reported procedure: A mixture of 0.5 g 2,7-Diamino-6-(2,6-dichlorophenyl)-pyrido[2,3-d]pyrimidine from Example 1 and 15 mL of n-butyl isocyanate is refluxed for 2 hours. The reaction mixture is allowed to cool to room temperature and the insoluble material filtered. The solid is recrystallized several times from ethanol to give the title compound; mp 200°-202° C. The reactants are Cc1ccc(Br)cn1, ClC(Cl)Cl, O=C(OO)c1cccc(Cl)c1. The product is Cc1ccc(Br)c[n+]1[O-]. RXN SMILES: [Br:1][c:2]1[cH:3][cH:4][c:5]([CH3:8])[n:6][cH:7]1.[CH:20]([Cl:21])([Cl:22])[Cl:23].[Cl:9][c:10]1[cH:11][c:12]([C:13]([O:14][OH:15])=[O:17])[cH:16][cH:18][cH:19]1>>[Br:1][c:2]1[cH:3][cH:4][c:5]([CH3:8])[n+:6]([O-:17])[cH:7]1. Reactants: COC=1C=C(C=C(C1)OC)I (3,5-Dimethoxyiodobenzene), Br (hydrobromic acid). Solvent: C(C)(=O)O (acetic acid). Product: OC=1C=C(C=C(C1)O)I (3,5-dihydroxyiodobenzene). Isolated yield 99.7%. As a reaction SMILES: C[O:2][C:3]1[CH:4]=[C:5]([I:11])[CH:6]=[C:7]([O:9]C)[CH:8]=1.Br>C(O)(=O)C>[OH:2][C:3]1[CH:4]=[C:5]([I:11])[CH:6]=[C:7]([OH:9])[CH:8]=1. Reported procedure: 3,5-Dimethoxyiodobenzene (1.19 g) is dissolved in acetic acid (10 ml), and thereto is added 47% hydrobromic acid (10 ml) at room temperature, and the mixture is refluxed for 15 hours. The reaction mixture is cooled to room temperature, and concentrated to dryness under reduced pressure. The residue is dissolved in ethyl acetate, and the organic layer is washed with water, dried, and concentrated under reduced pressure to give 3,5-dihydroxyiodobenzene (1.06 g). Reactants: NCCC1=CNC=N1 (histamine), ClC1=NC(=CN=C1C)C (2-chloro-3,6-dimethylpyrazine). Solvent: CC(C)O (2-propanol). Product: N1C=NC(=C1)CCNC1=NC(=CN=C1C)C (2-{[2-(1H-Imidazol-4-yl)ethyl]amino}-3,6-dimethylpyrazine). As a reaction SMILES: [NH2:1][CH2:2][CH2:3][C:4]1[N:8]=[CH:7][NH:6][CH:5]=1.Cl[C:10]1[C:15]([CH3:16])=[N:14][CH:13]=[C:12]([CH3:17])[N:11]=1>CC(O)C>[NH:6]1[CH:5]=[C:4]([CH2:3][CH2:2][NH:1][C:10]2[C:15]([CH3:16])=[N:14][CH:13]=[C:12]([CH3:17])[N:11]=2)[N:8]=[CH:7]1. Procedure details: 1 g (8.9 mmol) of histamine and 1.28 g (8.9 mmol) of 2-chloro-3,6-dimethylpyrazine in 10 ml of 2-propanol are brought to reflux for 3 days, evaporated and the residue is chromatographed on a column of silica gel, using mixtures of chloroform and methanol (1, 10 and 20% respectively) to give the title compound in the form of an oil. The latter is converted to a monohydrated dioxalate salt which is crystallized from an isopropanol/ether (1/1) mixture. M.p.: 164°-165° C. Reactants: C(=O)NC1=CC=C(C(=O)OC2CCN(CC2)CC2=CC=CC=C2)C=C1 (1-benzyl-piperidin-4-yl 4-formamido-benzoate), C([O-])([O-])=O.[Na+].[Na+] (sodium carbonate). Run in C1CCOC1 (THF), C1CCOC1 (THF). Reaction conditions: time 1 hour. Yields the product CNC1=CC=C(C(=O)OC2CCN(CC2)CC2=CC=CC=C2)C=C1 (1-benzyl-piperidin-4-yl 4-methylamino-benzoate). Isolated yield 32.4%. RXN SMILES: [CH:1]([NH:3][C:4]1[CH:25]=[CH:24][C:7]([C:8]([O:10][CH:11]2[CH2:16][CH2:15][N:14]([CH2:17][C:18]3[CH:23]=[CH:22][CH:21]=[CH:20][CH:19]=3)[CH2:13][CH2:12]2)=[O:9])=[CH:6][CH:5]=1)=O.C(=O)([O-])[O-].[Na+].[Na+]>C1COCC1>[CH3:1][NH:3][C:4]1[CH:5]=[CH:6][C:7]([C:8]([O:10][CH:11]2[CH2:16][CH2:15][N:14]([CH2:17][C:18]3[CH:19]=[CH:20][CH:21]=[CH:22][CH:23]=3)[CH2:13][CH2:12]2)=[O:9])=[CH:24][CH:25]=1 |f:1.2.3|. Reported procedure: 0.338 g (0.001 mol) of 1-benzyl-piperidin-4-yl 4-formamido-benzoate was dissolved in 10 ml of THF, treated with 4.5 ml (0.0045 mol) of 1M BH3 -THF solution and boiled at reflux for 18 hrs. The reaction mixture was treated with 9 ml of 1N aqueous HCI and stirred at room temperature for 1 hr. The mixture was made basic with sat. sodium carbonate solution, extracted with ethyl acetate and the organic phase was subsequently extracted with sat. sodium chloride solution. It was dried over sodium sulfa... The reactants are NC=1C=C(C#N)C=CC1N (3,4-diaminobenzonitrile), O.C(C=O)(=O)O (glyoxilic acid monohydrate). The solvent is Cl (HCl). Reaction conditions: time 8 hour. Product: O=C1NC2=CC=C(C=C2N=C1)C#N (2-oxo-1,2-dihydroquinoxaline-6-carbonitrile). RXN SMILES: [NH2:1][C:2]1[CH:3]=[C:4]([CH:7]=[CH:8][C:9]=1[NH2:10])[C:5]#[N:6].O.[C:12](O)(=O)[CH:13]=[O:14]>Cl>[O:14]=[C:13]1[CH:12]=[N:1][C:2]2[C:9](=[CH:8][CH:7]=[C:4]([C:5]#[N:6])[CH:3]=2)[NH:10]1 |f:1.2|. Procedure details: To a stirred solution of 3,4-diaminobenzonitrile (5.00 g, 37.6 mmol) in 5% aq HCl (20 mL) was added glyoxilic acid monohydrate (4.32 g, 46.9 mmol). The mixture was stirred overnight at rt and filtered. The filter cake was washed with water and MeOH to afford 2-oxo-1,2-dihydroquinoxaline-6-carbonitrile as a grey solid which was used directly in the next step.